From a dataset of the Open Reaction Database (ORD), a public repository of structured organic reaction records. describe an organic reaction: reactants, conditions, products, and yield Reactants: ClC1=C(C(=O)OC(C)C)C=C(C(=C1)F)N=C=O (isopropyl 2-chloro-4-fluoro-5-isocyanatobenzoate), N\C(=C/C(=O)OCC)\C (ethyl 3-aminocrotonate). The product is ClC1=C(C(=O)OC(C)C)C=C(C(=C1)F)NC(=O)NC(=CC(=O)OCC)C (isopropyl 2-chloro-4-fluoro-5-{3-[2-(ethoxycarbonyl)-1-methylvinyl]ureido}benzoate). RXN SMILES: [Cl:1][C:2]1[CH:13]=[C:12]([F:14])[C:11]([N:15]=[C:16]=[O:17])=[CH:10][C:3]=1[C:4]([O:6][CH:7]([CH3:9])[CH3:8])=[O:5].[NH2:18]/[C:19](/[CH3:26])=[CH:20]\[C:21]([O:23][CH2:24][CH3:25])=[O:22]>>[Cl:1][C:2]1[CH:13]=[C:12]([F:14])[C:11]([NH:15][C:16]([NH:18][C:19]([CH3:26])=[CH:20][C:21]([O:23][CH2:24][CH3:25])=[O:22])=[O:17])=[CH:10][C:3]=1[C:4]([O:6][CH:7]([CH3:8])[CH3:9])=[O:5]. Procedure details: using ethyl 2-chloro-5-isocyanatobenzoate and ethyl 3-aminocrotonate there is obtained ethyl 2-chloro-5-{3-[2-(ethoxycarbonyl)-1-methylvinyl]ureido}-benzoate, using isopropyl 2-chloro-4-fluoro-5-isocyanatobenzoate and ethyl 3-aminocrotonate there is obtained isopropyl 2-chloro-4-fluoro-5-{3-[2-(ethoxycarbonyl)-1-methylvinyl]ureido}benzoate, m.p. 147°-150° C., Starting materials: CCC1(CC#N)OCCO1, CO, Cl, NO, [Na+], [OH-], O. The product is CCC1(CC(=N)NO)OCCO1. As a reaction SMILES: [CH2:6]([CH3:7])[C:8]1([CH2:13][C:14]#[N:15])[O:9][CH2:10][CH2:11][O:12]1.[CH3:16][OH:17].[ClH:3].[NH2:4][OH:5].[Na+:2].[OH-:1].[OH2:18]>>[OH:1][NH:4][C:14]([CH2:13][C:8]1([CH2:6][CH3:7])[O:9][CH2:10][CH2:11][O:12]1)=[NH:15]. The reactants are CCOC(C)=O, CC1(C)CN1, Cc1ccc(S(=O)(=O)Cl)cc1, c1ccncc1. The product is Cc1ccc(S(=O)(=O)N2CC2(C)C)cc1. As a reaction SMILES: [CH3:17][CH2:18][O:19][C:20](=[O:21])[CH3:22].[CH3:1][C:2]1([CH3:5])[NH:3][CH2:4]1.[c:6]1([CH3:16])[cH:7][cH:8][c:9]([S:12](=[O:13])(=[O:14])[Cl:15])[cH:10][cH:11]1.[cH:23]1[cH:24][cH:25][n:26][cH:27][cH:28]1>>[CH3:1][C:2]1([CH3:5])[N:3]([S:12]([c:9]2[cH:8][cH:7][c:6]([CH3:16])[cH:11][cH:10]2)(=[O:13])=[O:14])[CH2:4]1. Starting materials: [BH4-], CO, Cl, [Li+], COc1ccc(C=Nn2c(=O)c(C3=NS(=O)(=O)c4ccccc4N3)c(O)c3ccccc32)cc1, C1CCOC1, O. The product is COc1ccc(CNn2c(=O)c(C3=NS(=O)(=O)c4ccccc4N3)c(O)c3ccccc32)cc1. RXN SMILES: [BH4-:37].[CH3:35][OH:36].[ClH:39].[Li+:38].[O:1]=[S:2]1(=[O:34])[N:3]=[C:4]([c:12]2[c:13](=[O:33])[n:14]([N:23]=[CH:24][c:25]3[cH:26][cH:27][c:28]([O:31][CH3:32])[cH:29][cH:30]3)[c:15]3[cH:16][cH:17][cH:18][cH:19][c:20]3[c:21]2[OH:22])[NH:5][c:6]2[c:7]1[cH:8][cH:9][cH:10][cH:11]2.[O:40]1[CH2:41][CH2:42][CH2:43][CH2:44]1.[OH2:45]>>[O:1]=[S:2]1(=[O:34])[N:3]=[C:4]([c:12]2[c:13](=[O:33])[n:14]([NH:23][CH2:24][c:25]3[cH:26][cH:27][c:28]([O:31][CH3:32])[cH:29][cH:30]3)[c:15]3[cH:16][cH:17][cH:18][cH:19][c:20]3[c:21]2[OH:22])[NH:5][c:6]2[c:7]1[cH:8][cH:9][cH:10][cH:11]2.